Dataset: the Open Reaction Database (ORD), a public repository of structured organic reaction records. Task: describe an organic reaction: reactants, conditions, products, and yield Yields the product O=[N+]([O-])CC(O)c1ccc([N+](=O)[O-])cc1. Reaction SMILES: [CH3:1][SiH2:2][c:3]1[cH:4][cH:5][cH:6][cH:7][cH:8]1.[CH3:24][CH2:25][OH:26].[N+:20](=[O:21])([O-:22])[CH3:23].[N+:9](=[O:10])([O-:11])[c:12]1[cH:13][cH:14][c:15]([CH:16]=[O:17])[cH:18][cH:19]1>>[N+:9](=[O:10])([O-:11])[c:12]1[cH:13][cH:14][c:15]([CH:16]([OH:17])[CH2:23][N+:20](=[O:21])[O-:22])[cH:18][cH:19]1. Reactants: C[SiH2]c1ccccc1, CCO, C[N+](=O)[O-], O=Cc1ccc([N+](=O)[O-])cc1. The reactants are CN1CCCC1=O (NMP), OC1=CC=C(C=C1)CCNC1=NC=C(C(=N1)S(=O)C)C(=O)N (2-{[2-(4-hydroxyphenyl)ethyl]amino}-4-(methylsulfinyl)pyrimidine-5-carboxamide), C1(CCCCC1)N (cyclohexylamine), C(C)(C)N(CC)C(C)C (diisopropylethylamine). The solvent is O (water). Reaction conditions: temperature 100 celsius, time 1 hour. The product is OC1=CC=C(C=C1)CCNC1=NC=C(C(=N1)NC1CCCCC1)C(=O)N (2-{[2-(4-hydroxyphenyl)ethyl]amino}-4-cyclohexylaminopyrimidine-5-carboxamide). The yield is 61.6%. Reaction SMILES: CN1C(=O)CCC1.[OH:8][C:9]1[CH:14]=[CH:13][C:12]([CH2:15][CH2:16][NH:17][C:18]2[N:23]=[C:22](S(C)=O)[C:21]([C:27]([NH2:29])=[O:28])=[CH:20][N:19]=2)=[CH:11][CH:10]=1.[CH:30]1([NH2:36])[CH2:35][CH2:34][CH2:33][CH2:32][CH2:31]1.C(N(C(C)C)CC)(C)C>O>[OH:8][C:9]1[CH:14]=[CH:13][C:12]([CH2:15][CH2:16][NH:17][C:18]2[N:23]=[C:22]([NH:36][CH:30]3[CH2:35][CH2:34][CH2:33][CH2:32][CH2:31]3)[C:21]([C:27]([NH2:29])=[O:28])=[CH:20][N:19]=2)=[CH:11][CH:10]=1. Procedure: A 8 ml portion of NMP solution containing 800 mg of 2-{[2-(4-hydroxyphenyl)ethyl]amino}-4-(methylsulfinyl)pyrimidine-5-carboxamide was mixed with 373 mg of cyclohexylamine and 0.87 ml of diisopropylethylamine, followed by stirring at 100° C. for 1 hour. The reaction mixture was cooled down to room temperature, and then mixed with water and extracted with ethyl acetate. The organic layer was washed with saturated brine, and then the solvent was evaporated. The resulting residue was purified by a ... Reactants: C[Si](C)(C)N[Si](C)(C)C, CCOC(=O)C(CN)C(C)O[Si](C)(C)C(C)(C)C. Product: CC(O[Si](C)(C)C(C)(C)C)C1CNC1=O. RXN SMILES: [CH3:19][Si:20]([CH3:21])([CH3:22])[NH:23][Si:24]([CH3:25])([CH3:26])[CH3:27].[NH2:1][CH2:2][CH:3]([C:4](=[O:5])[O:6][CH2:7][CH3:8])[CH:9]([CH3:10])[O:11][Si:12]([CH3:13])([CH3:14])[C:15]([CH3:16])([CH3:17])[CH3:18]>>[NH:1]1[CH2:2][CH:3]([CH:9]([CH3:10])[O:11][Si:12]([CH3:13])([CH3:14])[C:15]([CH3:16])([CH3:17])[CH3:18])[C:4]1=[O:5].